From a dataset of the Open Reaction Database (ORD), a public repository of structured organic reaction records. describe an organic reaction: reactants, conditions, products, and yield Reactants: C(Cl)(Cl)Cl (chloroform), ClC1=NC=CC(=C1)C1C(C=CC2=CC(=C(C=C12)OC)O)(C(=O)OC)C(=O)OC (1-(2-chloro-4-pyridyl)-2,2-bis(methoxycarbonyl)-6-hydroxy-7-methoxynaphthalene), [H-].[Na+] (sodium hydride), C1(CCCC1)Br (cyclopentyl bromide). Run in O (water), CN(C=O)C (dimethylformamide). Conditions: time 30 minute. Yields the product ClC1=NC=CC(=C1)C1=C(C(=CC2=CC(=C(C=C12)OC)OC1CCCC1)C(=O)OC)C(=O)OC (1-(2-chloro-4-pyridyl)-2,3-bis(methoxycarbonyl)-6-cyclopentyloxy-7-methoxynaphthalene). Isolated yield 32.0%. RXN SMILES: [Cl:1][C:2]1[CH:7]=[C:6]([CH:8]2[C:17]3[C:12](=[CH:13][C:14]([OH:20])=[C:15]([O:18][CH3:19])[CH:16]=3)[CH:11]=[CH:10][C:9]2(C(OC)=O)[C:21]([O:23][CH3:24])=[O:22])[CH:5]=[CH:4][N:3]=1.[H-].[Na+].[CH:31]1(Br)[CH2:35][CH2:34][CH2:33][CH2:32]1.C(Cl)(Cl)Cl>CN(C)C=O.O>[Cl:1][C:2]1[CH:7]=[C:6]([C:8]2[C:17]3[C:12](=[CH:13][C:14]([O:20][CH:31]4[CH2:35][CH2:34][CH2:33][CH2:32]4)=[C:15]([O:18][CH3:19])[CH:16]=3)[CH:11]=[C:10]([C:21]([O:23][CH3:24])=[O:22])[C:9]=2[C:21]([O:23][CH3:24])=[O:22])[CH:5]=[CH:4][N:3]=1 |f:1.2|. Procedure: To a solution of 1-(2-chloro-4-pyridyl)-2,2-bis(methoxycarbonyl)-6-hydroxy-7-methoxynaphthalene (3.34 g) in dimethylformamide (150 ml) is added sodium hydride (0.4 g) under ice-cooling, and the mixture is stirred at room temperature for 30 minutes. To the reaction mixture is added dropwise cyclopentyl bromide (1.8 ml), and the mixture is heated with stirring at 80° C. overnight. The mixture is heated at 130° C. for two hours. To the resultant are added chloroform and water, and the chloroform la... Starting materials: COc1ccc(OC)c(C2CCCC2COS(C)(=O)=O)c1, CS(C)=O, N#C[Na]. Yields the product COc1ccc(OC)c(C2CCCC2CC#N)c1. As a reaction SMILES: [CH3:1][O:2][c:3]1[c:4]([CH:11]2[CH:12]([CH2:16][O:17][S:18]([CH3:19])(=[O:20])=[O:21])[CH2:13][CH2:14][CH2:15]2)[cH:5][c:6]([O:9][CH3:10])[cH:7][cH:8]1.[CH3:25][S:26]([CH3:27])=[O:28].[Na:22][C:23]#[N:24]>>[CH3:1][O:2][c:3]1[c:4]([CH:11]2[CH:12]([CH2:16][C:23]#[N:24])[CH2:13][CH2:14][CH2:15]2)[cH:5][c:6]([O:9][CH3:10])[cH:7][cH:8]1. Reactants: C(CC(=O)OCC)(=O)OCC (diethyl malonate), Cl (HCl), [H-].[Na+] (sodium hydride), BrCCC (1-bromopropane). Solvent: CN(C)C=O (DMF), CN(C)C=O (DMF). Run at temperature 23 celsius, time 45 minute. Product: C(CC)C(C(=O)OCC)C(=O)OCC (Diethyl n-propylmalonate). Isolated yield 107.3%. As a reaction SMILES: [H-].[Na+].[C:3]([O:11][CH2:12][CH3:13])(=[O:10])[CH2:4][C:5]([O:7][CH2:8][CH3:9])=[O:6].Br[CH2:15][CH2:16][CH3:17].Cl>CN(C=O)C>[CH2:15]([CH:4]([C:5]([O:7][CH2:8][CH3:9])=[O:6])[C:3]([O:11][CH2:12][CH3:13])=[O:10])[CH2:16][CH3:17] |f:0.1|. Procedure: To a suspension of sodium hydride (60% dispersion in mineral oil, 12.6 g, 315 mmol, 1.05 equiv) in DMF (300 mL) at 23° C. was added a solution of diethyl malonate (45.5 mL, 300 mmol, 1 equiv) in DMF (100 mL) via cannula over the course of 10 min. The addition caused a mild exotherm and H2 gas evolution was observed, cooling was not necessary. Following the addition, the reaction was stirred for 45 min at 23° C. then treated with 1-bromopropane (27.3 mL, 300 mmol, 1 equiv). The reaction was stirr... Starting materials: O=[N+]([O-])c1c(Br)nn(CCO)c1Br, CN, O. Yields the product CNc1c([N+](=O)[O-])c(Br)nn1CCO. Reaction SMILES: [Br:1][c:2]1[n:3][n:4]([CH2:11][CH2:12][OH:13])[c:5]([Br:10])[c:6]1[N+:7](=[O:8])[O-:9].[CH3:14][NH2:15].[OH2:16]>>[Br:1][c:2]1[n:3][n:4]([CH2:11][CH2:12][OH:13])[c:5]([NH:15][CH3:14])[c:6]1[N+:7](=[O:8])[O-:9]. Run in CN(C)C=O (DMF). Reported procedure: To a solution of 4-bromo-2-[(2,4-difluorobenzylidene)amino]-5-fluorophenol (15 g, 45.4 mmol) in 60 mL of DMF, Cs2CO3 (22 g, 67.5 mmol) was added. The resulting mixture was stirred at 50° C. for 3 h and then allowed to cool to ambient temperature. Water was added and the product was collected by filtration, washed with water, and dried under reduced pressure to yield the title compound which was used without further purification (14.1 g, 100%). 1H-NMR (400 MHz, CDCl3) 6.82-6.99 (m, 3H), 7.33 (m, ... Reactants: BrC1=CC(=C(C=C1F)O)N=CC1=C(C=C(C=C1)F)F (4-bromo-2-[(2,4-difluorobenzylidene)amino]-5-fluorophenol), C(=O)([O-])[O-].[Cs+].[Cs+] (Cs2CO3), O (Water). Run at temperature 50 celsius, time 3 hour. Reaction SMILES: [Br:1][C:2]1[C:7]([F:8])=[CH:6][C:5]([OH:9])=[C:4]([N:10]=[CH:11][C:12]2[CH:17]=[CH:16][C:15]([F:18])=[CH:14][C:13]=2F)[CH:3]=1.C([O-])([O-])=O.[Cs+].[Cs+].O>CN(C=O)C>[Br:1][C:2]1[C:7]([F:8])=[CH:6][C:5]2[O:9][C:13]3[CH:14]=[C:15]([F:18])[CH:16]=[CH:17][C:12]=3[CH:11]=[N:10][C:4]=2[CH:3]=1 |f:1.2.3|. The product is BrC1=CC2=C(OC3=C(C=N2)C=CC(=C3)F)C=C1F (8-bromo-3,7-difluorodibenz[b,f][1,4]oxazepine). Reactants: CCOC(=O)Cc1ccc(C(=O)c2ccc(C#N)cc2)n1C, CCO, [Na+], [OH-]. Product: Cn1c(CC(=O)O)ccc1C(=O)c1ccc(C#N)cc1. Reaction SMILES: [C:1](#[N:2])[c:3]1[cH:4][cH:5][c:6]([C:7](=[O:8])[c:9]2[cH:10][cH:11][c:12]([CH2:15][C:16](=[O:17])[O:18][CH2:19][CH3:20])[n:13]2[CH3:14])[cH:21][cH:22]1.[CH3:25][CH2:26][OH:27].[Na+:24].[OH-:23]>>[C:1](#[N:2])[c:3]1[cH:4][cH:5][c:6]([C:7](=[O:8])[c:9]2[cH:10][cH:11][c:12]([CH2:15][C:16](=[O:17])[OH:18])[n:13]2[CH3:14])[cH:21][cH:22]1. Reactants: CC(C)(C)OC(=O)N1CCCC(O)C1, CC1(C)CCCC(C)(C)N1O, Cc1ccccc1, [O-]Cl, [Na+], [Na+], O=C([O-])O, O. Yields the product CC(C)(C)OC(=O)N1CCCC(=O)C1. As a reaction SMILES: [C:1]([CH3:2])([CH3:3])([CH3:4])[O:5][C:6](=[O:7])[N:8]1[CH2:9][CH:10]([OH:14])[CH2:11][CH2:12][CH2:13]1.[CH3:15][C:16]1([CH3:25])[N:17]([O:18])[C:19]([CH3:20])([CH3:21])[CH2:22][CH2:23][CH2:24]1.[CH3:34][c:35]1[cH:36][cH:37][cH:38][cH:39][cH:40]1.[Cl:31][O-:32].[Na+:30].[Na+:33].[O-:26][C:27]([OH:28])=[O:29].[OH2:41]>>[C:1]([CH3:2])([CH3:3])([CH3:4])[O:5][C:6](=[O:7])[N:8]1[CH2:9][C:10](=[O:14])[CH2:11][CH2:12][CH2:13]1. Starting materials: S(=S)(=O)([O-])[O-].[Na+].[Na+] (sodium thiosulfate), ClC=1C=CC(=NC1)N (5-chloropyridin-2-amine), BrBr (bromine). Run in C(C)(=O)O (acetic acid), C(C)(=O)O (acetic acid). Reaction conditions: time 2 hour. Yields the product BrC=1C(=NC=C(C1)Cl)N (3-bromo-5-chloropyridin-2-amine). Isolated yield 34.1%. As a reaction SMILES: [Cl:1][C:2]1[CH:3]=[CH:4][C:5]([NH2:8])=[N:6][CH:7]=1.[Br:9]Br.S([O-])([O-])(=O)=S.[Na+].[Na+]>C(O)(=O)C>[Br:9][C:4]1[C:5]([NH2:8])=[N:6][CH:7]=[C:2]([Cl:1])[CH:3]=1 |f:2.3.4|. Reported procedure: To a solution of 5-chloropyridin-2-amine (5.0 g) in acetic acid (90 mL) was added dropwise a solution of bromine (12.4 g) in acetic acid (4 mL) at 10° C. The reaction solution was stirred at room temperature for 2 hr, and saturated aqueous sodium thiosulfate solution was added thereto at 0° C. The mixture was stirred for 30 min, the solvent was evaporated under reduced pressure, and the residue was extracted with ethyl acetate. The obtained organic layer was washed successively with saturated aq...